From a dataset of the Open Reaction Database (ORD), a public repository of structured organic reaction records. describe an organic reaction: reactants, conditions, products, and yield The reactants are NC=1C2=C(N=CN1)NC=C2C2=CC=C(C=C2)OC2=CC=CC=C2 (4-amino-5-(4-phenoxyphenyl)-7H-pyrrolo[2,3-d]pyrimidine), S(=O)(=O)(C1=CC=C(C)C=C1)OC1CCOCC1 (4-tosyloxytetrahydropyran). Yields the product O(C1=CC=CC=C1)C1=CC=C(C=C1)C1=CN(C=2N=CN=C(C21)N)C2CCOCC2 (5-(4-phenoxyphenyl)-7-(4-tetrahydropyranyl)-7H-pyrrolo[2,3-d]pyrimidin-4-ylamine). RXN SMILES: [NH2:1][C:2]1[C:3]2[C:10]([C:11]3[CH:16]=[CH:15][C:14]([O:17][C:18]4[CH:23]=[CH:22][CH:21]=[CH:20][CH:19]=4)=[CH:13][CH:12]=3)=[CH:9][NH:8][C:4]=2[N:5]=[CH:6][N:7]=1.S(O[CH:35]1[CH2:40][CH2:39][O:38][CH2:37][CH2:36]1)(C1C=CC(C)=CC=1)(=O)=O>>[O:17]([C:14]1[CH:13]=[CH:12][C:11]([C:10]2[C:3]3[C:2]([NH2:1])=[N:7][CH:6]=[N:5][C:4]=3[N:8]([CH:35]3[CH2:40][CH2:39][O:38][CH2:37][CH2:36]3)[CH:9]=2)=[CH:16][CH:15]=1)[C:18]1[CH:23]=[CH:22][CH:21]=[CH:20][CH:19]=1. Procedure details: In a similar manner to Example 1, 4-amino-5-(4-phenoxyphenyl)-7H-pyrrolo[2,3-d]pyrimidine was reacted with 4-tosyloxytetrahydropyran to give after flash column chromatography 5-(4-phenoxyphenyl)-7-(4-tetrahydropyranyl)-7H-pyrrolo[2,3-d]pyrimidin-4-ylamine, m.p. 193-193.5° C. The reactants are ClC1=C(C=CC=C1)[N+](=O)[O-] (2-chloronitrobenzene), COC1=CC=C(CN)C=C1 (4-methoxybenzylamine), C(C)(=O)[O-].[NH4+] (ammonium acetate), 1C. Product: COC1=CC=C(CNC2=C(C=CC=C2)[N+](=O)[O-])C=C1 (N-(4-methoxybenzyl)-2-nitroaniline). Yield: 92.2%. RXN SMILES: Cl[C:2]1[CH:7]=[CH:6][CH:5]=[CH:4][C:3]=1[N+:8]([O-:10])=[O:9].[CH3:11][O:12][C:13]1[CH:20]=[CH:19][C:16]([CH2:17][NH2:18])=[CH:15][CH:14]=1.C([O-])(=O)C.[NH4+]>>[CH3:11][O:12][C:13]1[CH:20]=[CH:19][C:16]([CH2:17][NH:18][C:2]2[CH:7]=[CH:6][CH:5]=[CH:4][C:3]=2[N+:8]([O-:10])=[O:9])=[CH:15][CH:14]=1 |f:2.3|. Procedure details: Reaction of 2-chloronitrobenzene (10 g, 63 mmole), 4-methoxybenzylamine (52.1 g, 380 mmole) and ammonium acetate (4.6 g) substantially as described in 1C above producted 15 g (100%) of title compound as orange crystals: mp 75°-78°. The reactants are COc1ccc(NC(=O)C=NO)cc1, O, O=S(=O)(O)O. The product is COc1ccc2c(c1)C(=O)C(=O)N2. As a reaction SMILES: [N:6]([OH:7])=[CH:8][C:9](=[O:10])[NH:11][c:12]1[cH:13][cH:14][c:15]([O:16][CH3:17])[cH:18][cH:19]1.[OH2:20].[S:1]([OH:2])(=[O:3])(=[O:4])[OH:5]>>[O:2]=[C:8]1[C:9](=[O:10])[NH:11][c:12]2[c:13]1[cH:14][c:15]([O:16][CH3:17])[cH:18][cH:19]2. Starting materials: ClCCl, CC(C=O)C(F)(F)F, CC(=O)C=P(c1ccccc1)(c1ccccc1)c1ccccc1. The product is CC(=O)C=CC(C)C(F)(F)F. Reaction SMILES: [Cl:32][CH2:33][Cl:34].[F:24][C:25]([CH:26]([CH:27]=[O:28])[CH3:29])([F:30])[F:31].[c:1]1([P:2]([c:3]2[cH:4][cH:5][cH:6][cH:7][cH:12]2)(=[CH:8][C:9](=[O:10])[CH3:11])[c:13]2[cH:14][cH:15][cH:16][cH:17][cH:18]2)[cH:19][cH:20][cH:21][cH:22][cH:23]1>>[CH:8]([C:9](=[O:10])[CH3:11])=[CH:27][CH:26]([C:25]([F:24])([F:30])[F:31])[CH3:29].